Dataset: the Open Reaction Database (ORD), a public repository of structured organic reaction records. Task: describe an organic reaction: reactants, conditions, products, and yield Starting materials: O=C([O-])O, Cc1ccc2nc(C#N)c(OCc3ccccc3)c(=O)n2c1, CCO, Cl, NO, [Na+]. The product is Cc1ccc2nc(C(=N)NO)c(OCc3ccccc3)c(=O)n2c1. Reaction SMILES: [C:26](=[O:27])([OH:28])[O-:29].[CH2:1]([c:2]1[cH:3][cH:4][cH:5][cH:6][cH:7]1)[O:8][c:9]1[c:10]([C:21]#[N:22])[n:11][c:12]2[n:13]([c:14]1=[O:15])[cH:16][c:17]([CH3:20])[cH:18][cH:19]2.[CH3:31][CH2:32][OH:33].[ClH:23].[NH2:24][OH:25].[Na+:30]>>[CH2:1]([c:2]1[cH:3][cH:4][cH:5][cH:6][cH:7]1)[O:8][c:9]1[c:10]([C:21](=[NH:22])[NH:24][OH:25])[n:11][c:12]2[n:13]([c:14]1=[O:15])[cH:16][c:17]([CH3:20])[cH:18][cH:19]2. Starting materials: CN(C)C=O, Cc1oc(-c2ccccc2)nc1CCc1nc(CCl)cs1, [H-], [Na+], O, COC(=O)Cc1ccccc1O. The product is COC(=O)Cc1ccccc1OCc1csc(CCc2nc(-c3ccccc3)oc2C)n1. Reaction SMILES: [CH3:34][N:35]([CH3:36])[CH:37]=[O:38].[Cl:1][CH2:2][c:3]1[n:4][c:5]([CH2:8][CH2:9][c:10]2[n:11][c:12](-[c:16]3[cH:17][cH:18][cH:19][cH:20][cH:21]3)[o:13][c:14]2[CH3:15])[s:6][cH:7]1.[H-:39].[Na+:40].[OH2:41].[OH:22][c:23]1[c:24]([CH2:29][C:30](=[O:31])[O:32][CH3:33])[cH:25][cH:26][cH:27][cH:28]1>>[CH2:2]([c:3]1[n:4][c:5]([CH2:8][CH2:9][c:10]2[n:11][c:12](-[c:16]3[cH:17][cH:18][cH:19][cH:20][cH:21]3)[o:13][c:14]2[CH3:15])[s:6][cH:7]1)[O:22][c:23]1[c:24]([CH2:29][C:30](=[O:31])[O:32][CH3:33])[cH:25][cH:26][cH:27][cH:28]1. Reactants: C1CCOC1, CCC(O)CC, N#Cc1cnc2ccc(I)cc2c1Cl, [KH]. The product is CCC(CC)Oc1c(C#N)cnc2ccc(I)cc12. As a reaction SMILES: [CH2:22]1[O:23][CH2:24][CH2:25][CH2:26]1.[CH3:1][CH2:2][CH:3]([CH2:4][CH3:5])[OH:6].[Cl:7][c:8]1[c:9]([C:19]#[N:20])[cH:10][n:11][c:12]2[cH:13][cH:14][c:15]([I:18])[cH:16][c:17]12.[KH:21]>>[CH3:1][CH2:2][CH:3]([CH2:4][CH3:5])[O:6][c:8]1[c:9]([C:19]#[N:20])[cH:10][n:11][c:12]2[cH:13][cH:14][c:15]([I:18])[cH:16][c:17]12. The reactants are OC1=C(C(=O)O)C=CC=C1C(C)C (2-hydroxy-3-isopropylbenzoic acid), C(=O)([O-])[O-].[K+].[K+] (K2CO3), C(C1=CC=CC=C1)Br (benzyl bromide). Solvent: CC(=O)C (acetone). Run at time 60 hour. The product is C(C1=CC=CC=C1)OC1=C(C(=O)OCC2=CC=CC=C2)C=CC=C1C(C)C (benzyl 2-benzyloxy-3-isopropylbenzoate). Isolated yield 130.3%. RXN SMILES: [OH:1][C:2]1[C:10]([CH:11]([CH3:13])[CH3:12])=[CH:9][CH:8]=[CH:7][C:3]=1[C:4]([OH:6])=[O:5].C([O-])([O-])=O.[K+].[K+].[CH2:20](Br)[C:21]1[CH:26]=[CH:25][CH:24]=[CH:23][CH:22]=1>CC(C)=O>[CH2:20]([O:1][C:2]1[C:10]([CH:11]([CH3:13])[CH3:12])=[CH:9][CH:8]=[CH:7][C:3]=1[C:4]([O:6][CH2:4][C:3]1[CH:7]=[CH:8][CH:9]=[CH:10][CH:2]=1)=[O:5])[C:21]1[CH:26]=[CH:25][CH:24]=[CH:23][CH:22]=1 |f:1.2.3|. Reported procedure: A solution of 2-hydroxy-3-isopropylbenzoic acid (5 g, 27.8 mmol) in acetone (40 ml) was treated with K2CO3 (7.67 g, 55.6 mmol) and benzyl bromide (9.98 g; 58.4 mmol). The reaction was stirred at ambient temperature for 60 hours, then evaporated. The residue was partitioned between ethyl acetate/H2O and the organic phase dried (MgSO4) and evaporated. The residue was purified by chromatography (eluant: ethyl acetate/hexane) to give benzyl 2-benzyloxy-3-isopropylbenzoate (6.52 g, 18.11 mmol, 65%) Reactants: [Al+3], CC(C)COC(=O)c1nn(C(c2ccccc2)(c2ccccc2)c2ccccc2)c2ccccc12, C1CCOC1, [H-], [H-], [H-], [H-], [Li+], [Na+], [OH-], O. Yields the product OCc1nn(C(c2ccccc2)(c2ccccc2)c2ccccc2)c2ccccc12. RXN SMILES: [Al+3:37].[C:1]([c:2]1[cH:3][cH:4][cH:5][cH:6][cH:7]1)([c:8]1[cH:9][cH:10][cH:11][cH:12][cH:13]1)([c:14]1[cH:15][cH:16][cH:17][cH:18][cH:19]1)[n:20]1[n:21][c:22]([C:29](=[O:30])[O:31][CH2:32][CH:33]([CH3:34])[CH3:35])[c:23]2[cH:24][cH:25][cH:26][cH:27][c:28]12.[CH2:45]1[O:46][CH2:47][CH2:48][CH2:49]1.[H-:36].[H-:39].[H-:40].[H-:41].[Li+:38].[Na+:44].[OH-:43].[OH2:42]>>[C:1]([c:2]1[cH:3][cH:4][cH:5][cH:6][cH:7]1)([c:8]1[cH:9][cH:10][cH:11][cH:12][cH:13]1)([c:14]1[cH:15][cH:16][cH:17][cH:18][cH:19]1)[n:20]1[n:21][c:22]([CH2:29][OH:30])[c:23]2[cH:24][cH:25][cH:26][cH:27][c:28]12. The reactants are CC(C)(C)N(C(=O)[O-])c1cc(Oc2ccc3nc(NC(=O)C4CC4)sc3n2)c(Cl)cc1F, O=C(O)C(F)(F)F. Yields the product Nc1cc(Oc2ccc3nc(NC(=O)C4CC4)sc3n2)c(Cl)cc1F. RXN SMILES: [C:1]([N:5]([C:2](=[O:3])[O-:4])[c:9]1[c:10]([F:32])[cH:11][c:12]([Cl:31])[c:13]([O:15][c:16]2[cH:17][cH:18][c:19]3[c:20]([n:21]2)[s:22][c:23]([NH:25][C:26](=[O:27])[CH:28]2[CH2:29][CH2:30]2)[n:24]3)[cH:14]1)([CH3:6])([CH3:7])[CH3:8].[OH:33][C:34]([C:35]([F:36])([F:37])[F:38])=[O:39]>>[NH2:5][c:9]1[c:10]([F:32])[cH:11][c:12]([Cl:31])[c:13]([O:15][c:16]2[cH:17][cH:18][c:19]3[c:20]([n:21]2)[s:22][c:23]([NH:25][C:26](=[O:27])[CH:28]2[CH2:29][CH2:30]2)[n:24]3)[cH:14]1. Reagents/catalysts: [Zn] (zinc). Procedure details: In a flame-dried flask under N2 a mixture of 336 mg (5.14 mmol) zinc and 510 mg (0.99 mmol) (R)-3-[(2-bromo-1-oxoocty)oxy]tetradecanoic acid phenyl ester in 5.0 ml 20% v:v Et2O:chlorotrimethylsilane was heated at reflux with rapid stirring for 20 minutes. The mixture was cooled to room temperature and suction filtered through a coarse fritted funnel, using a pad of celite, and washing with 5 ml Et2O. The homogenous filtrate was cooled in an ice/H2O bath and 5 ml tap H2O was added with stirring. ... Isolated yield 67.3%. Conditions: time 20 minute. The solvent is hexanes, CCOCC (Et2O). Product: C(CCCCC)C=1C(O[C@@H](CC1O)CCCCCCCCCCC)=O ((R)-3-hexyl-5,6-dihydro-4-hydroxy-6-undecyl-2H-pyran-2-one). RXN SMILES: C1(O[C:8](=[O:33])[CH2:9][C@H:10]([O:22][C:23](=[O:32])[CH:24](Br)[CH2:25][CH2:26][CH2:27][CH2:28][CH2:29][CH3:30])[CH2:11][CH2:12][CH2:13][CH2:14][CH2:15][CH2:16][CH2:17][CH2:18][CH2:19][CH2:20][CH3:21])C=CC=CC=1.Cl[Si](C)(C)C>[Zn].CCOCC>[CH2:25]([C:24]1[C:23](=[O:32])[O:22][C@H:10]([CH2:11][CH2:12][CH2:13][CH2:14][CH2:15][CH2:16][CH2:17][CH2:18][CH2:19][CH2:20][CH3:21])[CH2:9][C:8]=1[OH:33])[CH2:26][CH2:27][CH2:28][CH2:29][CH3:30]. Starting materials: C1(=CC=CC=C1)OC(C[C@@H](CCCCCCCCCCC)OC(C(CCCCCC)Br)=O)=O ((R)-3-[(2-bromo-1-oxoocty)oxy]tetradecanoic acid phenyl ester), Cl[Si](C)(C)C (chlorotrimethylsilane). The reactants are ClC1=C(C=CC(=C1)Cl)C=1N=C(C(=NC1CC)N[C@@H]1[C@H](CC2=CC=CC=C12)OC)CC (5-(2,4-dichlorophenyl)-3,6-diethyl-N-[(1S,2S)-2-methoxy-2,3-dihydro-1H-inden-1-yl]pyrazin-2-amine), ClC1=C(C=CC(=C1)Cl)C=1C(=NC(=C(N1)OC)N[C@H]1[C@H](CC2=CC=CC=C12)O)C(=O)OC (methyl 3-(2,4-dichlorophenyl)-6-{[(1R,2S)-2-hydroxy-2,3-dihydro-1H-inden-1-yl]amino}-5-methoxypyrazine-2-carboxylate). Yields the product ClC1=C(C=CC(=C1)Cl)C=1C(=NC(=C(N1)OC)N[C@H]1[C@H](CC2=CC=CC=C12)OCC)C(=O)OC (methyl 3-(2,4-dichlorophenyl)-6-{[(1R,2S)-2-ethoxy-2,3-dihydro-1H-inden-1-yl]amino}-5-methoxypyrazine-2-carboxylate). RXN SMILES: Cl[C:2]1C=C(Cl)C=C[C:3]=1C1N=C(CC)C(N[C@H]2C3C(=CC=CC=3)C[C@@H]2OC)=NC=1CC.[Cl:31][C:32]1[CH:37]=[C:36]([Cl:38])[CH:35]=[CH:34][C:33]=1[C:39]1[C:40]([C:58]([O:60][CH3:61])=[O:59])=[N:41][C:42]([NH:47][C@@H:48]2[C:56]3[C:51](=[CH:52][CH:53]=[CH:54][CH:55]=3)[CH2:50][C@@H:49]2[OH:57])=[C:43]([O:45][CH3:46])[N:44]=1>>[Cl:31][C:32]1[CH:37]=[C:36]([Cl:38])[CH:35]=[CH:34][C:33]=1[C:39]1[C:40]([C:58]([O:60][CH3:61])=[O:59])=[N:41][C:42]([NH:47][C@@H:48]2[C:56]3[C:51](=[CH:52][CH:53]=[CH:54][CH:55]=3)[CH2:50][C@@H:49]2[O:57][CH2:2][CH3:3])=[C:43]([O:45][CH3:46])[N:44]=1. Procedure details: Following the procedure for the preparation of 5-(2,4-dichlorophenyl)-3,6-diethyl-N-[(1S,2S)-2-methoxy-2,3-dihydro-1H-inden-1-yl]pyrazin-2-amine but substituting methyl 3-(2,4-dichlorophenyl)-6-{[(1R,2S)-2-hydroxy-2,3-dihydro-1H-inden-1-yl]amino}-5-methoxypyrazine-2-carboxylate and making non-critical variations provided the title compound as a solid: 1H NMR (CDCl3) δ 1.13-0.20, 3.15, 3.55-3.58, 3.66-3.70, 3.76, 4.02, 4.41, 5.75-5.79, 6.16, 7.25-7.34, 7.48, 7.59-7.61; MS (ESI+) for C24H23Cl2N3O4... Starting materials: CCOC(=O)c1oc2cccc(OCCCNCc3cccnc3)c2c1CN=[N+]=[N-], C1CCOC1, CCOC(C)=O, O, c1ccc(P(c2ccccc2)c2ccccc2)cc1. Yields the product CCOC(=O)c1oc2cccc(OCCCNCc3cccnc3)c2c1CN. As a reaction SMILES: [CH2:1]([CH3:2])[O:3][C:4](=[O:5])[c:6]1[o:7][c:8]2[c:9]([c:10]1[CH2:11][N:12]=[N+:13]=[N-:14])[c:15]([O:19][CH2:20][CH2:21][CH2:22][NH:23][CH2:24][c:25]1[cH:26][n:27][cH:28][cH:29][cH:30]1)[cH:16][cH:17][cH:18]2.[CH2:51]1[O:52][CH2:53][CH2:54][CH2:55]1.[CH3:56][CH2:57][O:58][C:59](=[O:60])[CH3:61].[OH2:50].[c:31]1([P:32]([c:33]2[cH:34][cH:35][cH:36][cH:37][cH:38]2)[c:39]2[cH:40][cH:41][cH:42][cH:43][cH:44]2)[cH:45][cH:46][cH:47][cH:48][cH:49]1>>[CH2:1]([CH3:2])[O:3][C:4](=[O:5])[c:6]1[o:7][c:8]2[c:9]([c:10]1[CH2:11][NH2:12])[c:15]([O:19][CH2:20][CH2:21][CH2:22][NH:23][CH2:24][c:25]1[cH:26][n:27][cH:28][cH:29][cH:30]1)[cH:16][cH:17][cH:18]2.